This data is from the Open Reaction Database (ORD), a public repository of structured organic reaction records. The task is: describe an organic reaction: reactants, conditions, products, and yield Reactants: COC=1C=C(C=CC1)C(C)N (1-(3-methoxyphenyl)ethylamine), C(C)(=O)C1=CC2=CC=CC=C2C=C1 (2′-acetonaphthone). Reagents/catalysts: CC([O-])C.[Ti+4].CC([O-])C.CC([O-])C.CC([O-])C (titanium(IV) isopropoxide). The product is C1=C(C=CC2=CC=CC=C12)C(C)NC(C)C1=CC(=CC=C1)OC (N-[1-(2-naphthyl)ethyl]-1-(3-methoxyphenyl)ethylamine), 6F. As a reaction SMILES: [CH3:1][O:2][C:3]1[CH:4]=[C:5]([CH:9]([NH2:11])[CH3:10])[CH:6]=[CH:7][CH:8]=1.[C:12]([C:15]1[CH:24]=[CH:23][C:22]2[C:17](=[CH:18][CH:19]=[CH:20][CH:21]=2)[CH:16]=1)(=O)[CH3:13]>CC(C)[O-].[Ti+4].CC(C)[O-].CC(C)[O-].CC(C)[O-]>[CH:16]1[C:17]2[C:22](=[CH:21][CH:20]=[CH:19][CH:18]=2)[CH:23]=[CH:24][C:15]=1[CH:12]([NH:11][CH:9]([C:5]1[CH:6]=[CH:7][CH:8]=[C:3]([O:2][CH3:1])[CH:4]=1)[CH3:10])[CH3:13] |f:2.3.4.5.6|. Reported procedure: In a similar fashion equal molar amounts 1-(3-methoxyphenyl)ethylamine (1.51 g, 10 mmol), 2′-acetonaphthone (1.70 g, 10 mmol) and 1.25 equivalents of titanium(IV) isopropoxide (3.55 g, 12.5 mmol) were treated as above. Work-up yielded N-[1-(2-naphthyl)ethyl]-1-(3-methoxyphenyl)ethylamine, 6F, as a clear, colorless oil; m/z (rel. int.) 305 (M+, 1), 290 (35), 170 (49), 155 (100), 135 (55), 115 (8), 105 (10), 91 (9), 77 (10). Reactants: CN1[C@H]2CC[C@@H]1[C@H]([C@H](C2)OC(=O)C=3C=CC=CC3)C(=O)OC (Cocaine), [Mn](=O)(=O)(=O)[O-].[K+] (potassium permanganate), C(C)(=O)O (Acetic acid). Run in C(C)#N (acetonitrile), O (water). Reaction conditions: time 8 hour. Product: COC(=O)[C@@H]1[C@H]2CC[C@H](N2)C[C@@H]1OC(=O)C3=CC=CC=C3 (norcocaine). Yield: 56.4%. As a reaction SMILES: C[N:2]1[C@H:6]2[C@@H:7]([C:19]([O:21][CH3:22])=[O:20])[C@@H:8]([O:10][C:11]([C:13]3[CH:14]=[CH:15][CH:16]=[CH:17][CH:18]=3)=[O:12])[CH2:9][C@@H:3]1[CH2:4][CH2:5]2.C(O)(=O)C.[Mn]([O-])(=O)(=O)=O.[K+]>C(#N)C.O>[CH3:22][O:21][C:19]([C@H:7]1[C@@H:8]([O:10][C:11]([C:13]2[CH:18]=[CH:17][CH:16]=[CH:15][CH:14]=2)=[O:12])[CH2:9][C@H:3]2[NH:2][C@@H:6]1[CH2:5][CH2:4]2)=[O:20] |f:2.3|. Reported procedure: Cocaine (500 mg) was dissolved in a mixture (21 ml) of acetonitrile and water (1:2). Acetic acid (0.5 ml) was added to the solution to adjust its pH to approximately 5. To the solution was added dropwise 21 ml aqueous potassium permanganate (KMnO4=534 mg, 3.78 mmol, 2.05 eq.) over 3 hours. The solution was stirred overnight at room temperature. After removing the resulting precipitate by filtration, potassium carbonate (1050 mg) was added to the filtrate to adjust its pH to approximately 8. The ... Reactants: CC(C)(C)c1nc2cc(S(=O)(=O)Cl)ccc2n1CC1CCC(F)(F)CC1, CCN(C(C)C)C(C)C, ClCCl, Cl, O=C(O)CC1CNC1. Yields the product CC(C)(C)c1nc2cc(S(=O)(=O)N3CC(CC(=O)O)C3)ccc2n1CC1CCC(F)(F)CC1. RXN SMILES: [C:1]([CH3:2])([CH3:3])([CH3:4])[c:5]1[n:6][c:7]2[c:8]([n:9]1[CH2:10][CH:11]1[CH2:12][CH2:13][C:14]([F:17])([F:18])[CH2:15][CH2:16]1)[cH:19][cH:20][c:21]([S:23](=[O:24])(=[O:25])[Cl:26])[cH:22]2.[CH:36]([N:37]([CH2:38][CH3:39])[CH:40]([CH3:41])[CH3:42])([CH3:43])[CH3:44].[Cl:45][CH2:46][Cl:47].[ClH:27].[NH:28]1[CH2:29][CH:30]([CH2:32][C:33](=[O:34])[OH:35])[CH2:31]1>>[C:1]([CH3:2])([CH3:3])([CH3:4])[c:5]1[n:6][c:7]2[c:8]([n:9]1[CH2:10][CH:11]1[CH2:12][CH2:13][C:14]([F:17])([F:18])[CH2:15][CH2:16]1)[cH:19][cH:20][c:21]([S:23](=[O:24])(=[O:25])[N:28]1[CH2:29][CH:30]([CH2:32][C:33](=[O:34])[OH:35])[CH2:31]1)[cH:22]2.